Dataset: the Open Reaction Database (ORD), a public repository of structured organic reaction records. Task: describe an organic reaction: reactants, conditions, products, and yield As a reaction SMILES: [CH2:1]([C:3]1([OH:10])[CH:9]=[CH:8][CH:7]=[C:5]([OH:6])[CH2:4]1)C.C(C1(O)C=CC=C(O)C1)CC.C(C1(O)C=CC=C(O)C1)CCC.C(C1(O)C=CC=C(O)C1)(C)(C)C.C1(C2(O)C=CC=C(O)C2)C=CC=CC=1.C(C1(O)C=CC=C(O)C1)(C1C=CC=CC=1)(C)C.FC1C(F)(O)C(F)=CC(F)=C1O.BrC1C(Br)(O)C(Br)=CC(Br)=C1O>>[CH3:1][C:3]1([OH:10])[CH:9]=[CH:8][CH:7]=[C:5]([OH:6])[CH2:4]1. Reactants: C(C)C1(CC(O)=CC=C1)O (3-ethyl resorcinol), C1(=CC=CC=C1)C1(CC(O)=CC=C1)O (3-phenyl resorcinol), C(C)(C)(C)C1(CC(O)=CC=C1)O (3-t-butyl resorcinol), BrC1C(O)=C(C=C(C1(O)Br)Br)Br (2,3,4,6-tetrabromoresorcinol), FC1C(O)=C(C=C(C1(O)F)F)F (2,3,4,6-tetrafluroresorcinol), C(CC)C1(CC(O)=CC=C1)O (3-propyl resorcinol), C(CCC)C1(CC(O)=CC=C1)O (3-butyl resorcinol), C(C)(C)(C1=CC=CC=C1)C1(CC(O)=CC=C1)O (3-cumyl resorcinol). Reported procedure: 3-ethyl resorcinol, 3-propyl resorcinol, 3-butyl resorcinol, 3-t-butyl resorcinol, 3-phenyl resorcinol, 3-cumyl resorcinol, 2,3,4,6-tetrafluroresorcinol, and 2,3,4,6-tetrabromoresorcinol; The product is CC1(CC(O)=CC=C1)O (3-methyl resorcinol). Reactants: COc1ccc(CN(Cc2ccc(OC)cc2)c2ncc(-c3nc(N4CCOCC4)nc4c3CCN4C(=O)N(C)c3cccc(Br)c3)cn2)cc1, O=C(C=Cc1ccccc1)C=Cc1ccccc1, O=C(C=Cc1ccccc1)C=Cc1ccccc1, O=C(C=Cc1ccccc1)C=Cc1ccccc1, [K+], [K+], [K+], OCCN1CCNCC1, CN(C)C=O, O=P([O-])([O-])[O-], [Pd], [Pd]. The product is COc1ccc(CN(Cc2ccc(OC)cc2)c2ncc(-c3nc(N4CCOCC4)nc4c3CCN4C(=O)N(C)c3cccc(N4CCN(CCO)CC4)c3)cn2)cc1. Reaction SMILES: [Br:1][c:2]1[cH:3][c:4]([N:8]([C:9](=[O:10])[N:11]2[CH2:12][CH2:13][c:14]3[c:15]2[n:16][c:17]([N:45]2[CH2:46][CH2:47][O:48][CH2:49][CH2:50]2)[n:18][c:19]3-[c:20]2[cH:21][n:22][c:23]([N:26]([CH2:27][c:28]3[cH:29][cH:30][c:31]([O:34][CH3:35])[cH:32][cH:33]3)[CH2:36][c:37]3[cH:38][cH:39][c:40]([O:43][CH3:44])[cH:41][cH:42]3)[n:24][cH:25]2)[CH3:51])[cH:5][cH:6][cH:7]1.[CH:107](=[CH:108][C:109]([CH:110]=[CH:111][c:112]1[cH:113][cH:114][cH:115][cH:116][cH:117]1)=[O:118])[c:119]1[cH:120][cH:121][cH:122][cH:123][cH:124]1.[CH:71](=[CH:72][C:73]([CH:74]=[CH:75][c:76]1[cH:77][cH:78][cH:79][cH:80][cH:81]1)=[O:82])[c:83]1[cH:84][cH:85][cH:86][cH:87][cH:88]1.[CH:89](=[CH:90][C:91]([CH:92]=[CH:93][c:94]1[cH:95][cH:96][cH:97][cH:98][cH:99]1)=[O:100])[c:101]1[cH:102][cH:103][cH:104][cH:105][cH:106]1.[K+:57].[K+:58].[K+:59].[N:60]1([CH2:66][CH2:67][OH:68])[CH2:61][CH2:62][NH:63][CH2:64][CH2:65]1.[O:125]=[CH:126][N:127]([CH3:128])[CH3:129].[P:52]([O-:53])([O-:54])([O-:55])=[O:56].[Pd:69].[Pd:70]>>[c:2]1([N:63]2[CH2:62][CH2:61][N:60]([CH2:66][CH2:67][OH:68])[CH2:65][CH2:64]2)[cH:3][c:4]([N:8]([C:9](=[O:10])[N:11]2[CH2:12][CH2:13][c:14]3[c:15]2[n:16][c:17]([N:45]2[CH2:46][CH2:47][O:48][CH2:49][CH2:50]2)[n:18][c:19]3-[c:20]2[cH:21][n:22][c:23]([N:26]([CH2:27][c:28]3[cH:29][cH:30][c:31]([O:34][CH3:35])[cH:32][cH:33]3)[CH2:36][c:37]3[cH:38][cH:39][c:40]([O:43][CH3:44])[cH:41][cH:42]3)[n:24][cH:25]2)[CH3:51])[cH:5][cH:6][cH:7]1.